From a dataset of the Open Reaction Database (ORD), a public repository of structured organic reaction records. describe an organic reaction: reactants, conditions, products, and yield Starting materials: O1CCC(CC1)C=1C(=NC=CC1)OC1=CC=C(N)C=C1 (4-(3-(tetrahydro-2H-pyran-4-yl)pyridin-2-yloxy)aniline), ClC1=NC2=C(N1CC1=CC=C(C=C1)OC)C=CC=C2 (2-chloro-1-(4-methoxybenzyl)-1H-benzo[d]imidazole). The solvent is CC(C)O (IPA). Reaction conditions: temperature 170 celsius. Product: COC1=CC=C(CN2C(=NC3=C2C=CC=C3)NC3=CC=C(C=C3)OC3=NC=CC=C3C3CCOCC3)C=C1 (1-(4-methoxybenzyl)-N-(4-(3-(tetrahydro-2H-pyran-4-yl)pyridin-2-yloxy)phenyl)-1H-benzo[d]imidazol-2-amine). Reaction SMILES: [O:1]1[CH2:6][CH2:5][CH:4]([C:7]2[C:8]([O:13][C:14]3[CH:20]=[CH:19][C:17]([NH2:18])=[CH:16][CH:15]=3)=[N:9][CH:10]=[CH:11][CH:12]=2)[CH2:3][CH2:2]1.Cl[C:22]1[N:26]([CH2:27][C:28]2[CH:33]=[CH:32][C:31]([O:34][CH3:35])=[CH:30][CH:29]=2)[C:25]2[CH:36]=[CH:37][CH:38]=[CH:39][C:24]=2[N:23]=1>CC(O)C>[CH3:35][O:34][C:31]1[CH:30]=[CH:29][C:28]([CH2:27][N:26]2[C:25]3[CH:36]=[CH:37][CH:38]=[CH:39][C:24]=3[N:23]=[C:22]2[NH:18][C:17]2[CH:16]=[CH:15][C:14]([O:13][C:8]3[C:7]([CH:4]4[CH2:3][CH2:2][O:1][CH2:6][CH2:5]4)=[CH:12][CH:11]=[CH:10][N:9]=3)=[CH:20][CH:19]=2)=[CH:33][CH:32]=1. Reported procedure: A glass microwave reaction vessel was charged with 4-(3-(tetrahydro-2H-pyran-4-yl)pyridin-2-yloxy)aniline (0.2573 g, 0.952 mmol) and 2-chloro-1-(4-methoxybenzyl)-1H-benzo[d]imidazole (0.312 g, 1.142 mmol) in IPA. The reaction mixture was stirred and heated in a Biotage Initiator microwave reactor at 170° C. for 30 min. Solvent was evaporated. The crude product was adsorbed onto a plug of silica gel and chromatographed through a Biotage pre-packed silica gel column (40S), eluting with a gradient ... Reactants: OCCNC[C@H](O)[C@@H](O)[C@H](O)[C@H](O)CO (N-(2-hydroxyethyl)glucamine), OCCNC[C@H]1[C@H]([C@@H]([C@](CO)(O)O1)O)O (6-(2-hydroxyethyl)amino-6-deoxy-α-L-sorbofuranose). Reaction conditions: time 24 hour. The product is C1C(C(C(C(N1CCO)CO)O)O)O (N-(2-hydroxyethyl)-1-deoxynojirimycin). Yield: 95.0%. Reaction SMILES: [OH:1][CH2:2][CH2:3][NH:4][CH2:5][C@@H:6]([C@H:8]([C@@H:10]([C@@H:12]([CH2:14][OH:15])O)[OH:11])[OH:9])[OH:7].OCCNC[C@@H]1O[C@](O)(CO)[C@@H](O)[C@@H]1O>>[CH2:5]1[N:4]([CH2:3][CH2:2][OH:1])[CH:12]([CH2:14][OH:15])[CH:10]([OH:11])[CH:8]([OH:9])[CH:6]1[OH:7]. Reported procedure: N-(2-hydroxyethyl)glucamine is microbially oxidized in substantial accordance with the teaching of Example 26, except N-(2-hydroxyethyl)glucamine is used in place of N-ethylglucamine and N-(2-hydroxyethyl)-1-deoxynojirimycin is obtained instead of N-ethyl-1-deoxynojirimycin. HPLC analysis after 24 hours indicates that 79% of the initial charge of N-(2-hydroxyethyl)glucamine has been converted to 6-(2-hydroxyethyl)amino-6-deoxy-α-L-sorbofuranose. After 48 hours, at least 90% of the initial charge... The reactants are IC=1C=NN2C1N=C(C=C2C(F)(F)F)C2=CC(=C(C=C2)C(F)(F)F)C (3-iodo-5-(3-methyl-4-trifluoromethyl-phenyl)-7-trifluoromethyl-pyrazolo[1,5-a]pyrimidine), C(#C)C=1C=NC(=NC1)N (5-Ethynyl-pyrimidin-2-ylamine). Yields the product CC=1C=C(C=CC1C(F)(F)F)C1=NC=2N(C(=C1)C(F)(F)F)N=CC2C#CC=2C=NC(=NC2)N (5-[5-(3-Methyl-4-trifluoromethyl-phenyl)-7-trifluoromethyl-pyrazolo[1,5-a]pyrimidin-3-ylethynyl]-pyrimidin-2-ylamine), solid. Yield: 60.0%. As a reaction SMILES: I[C:2]1[CH:3]=[N:4][N:5]2[C:10]([C:11]([F:14])([F:13])[F:12])=[CH:9][C:8]([C:15]3[CH:20]=[CH:19][C:18]([C:21]([F:24])([F:23])[F:22])=[C:17]([CH3:25])[CH:16]=3)=[N:7][C:6]=12.[C:26]([C:28]1[CH:29]=[N:30][C:31]([NH2:34])=[N:32][CH:33]=1)#[CH:27]>>[CH3:25][C:17]1[CH:16]=[C:15]([C:8]2[CH:9]=[C:10]([C:11]([F:14])([F:13])[F:12])[N:5]3[N:4]=[CH:3][C:2]([C:27]#[C:26][C:28]4[CH:29]=[N:30][C:31]([NH2:34])=[N:32][CH:33]=4)=[C:6]3[N:7]=2)[CH:20]=[CH:19][C:18]=1[C:21]([F:24])([F:23])[F:22]. Procedure details: The title compound was prepared from 3-iodo-5-(3-methyl-4-trifluoromethyl-phenyl)-7-trifluoromethyl-pyrazolo[1,5-a]pyrimidine (example C.32) (236 mg, 0.5 mmol) and 5-ethynyl-pyrimidin-2-ylamine (example D.2) (60 mg, 0.5 mmol) according to general procedure II. Obtained as an orange solid (139 mg, 60%). MS (EI) 462.1 [(M)+]; mp 240° C. Reactants: C(C1=CC=CC=C1)(=O)C1=C(SC(=C1)C1=CC=CC=C1)NC(C)=O (N-(3-benzoyl-5-phenyl-thiophen-2-yl)-acetamide), [OH-].[Na+] (NaOH), [NH4+].[Cl-] (NH4Cl). The solvent is CCO (EtOH). Conditions: time 1 hour. The product is NC=1SC(=CC1C(=O)C1=CC=CC=C1)C1=CC=CC=C1 ((2-amino-5-phenyl-thiophen-3-yl)-phenyl-methanone). Yield: 132.0%. As a reaction SMILES: [C:1]([C:9]1[CH:13]=[C:12]([C:14]2[CH:19]=[CH:18][CH:17]=[CH:16][CH:15]=2)[S:11][C:10]=1[NH:20]C(=O)C)(=[O:8])[C:2]1[CH:7]=[CH:6][CH:5]=[CH:4][CH:3]=1.[OH-].[Na+].[NH4+].[Cl-]>CCO>[NH2:20][C:10]1[S:11][C:12]([C:14]2[CH:19]=[CH:18][CH:17]=[CH:16][CH:15]=2)=[CH:13][C:9]=1[C:1]([C:2]1[CH:7]=[CH:6][CH:5]=[CH:4][CH:3]=1)=[O:8] |f:1.2,3.4|. Procedure details: To a stirred solution of 0.393 g (1.22 mmol) of N-(3-benzoyl-5-phenyl-thiophen-2-yl)-acetamide in 15 ml EtOH was added 2.5 ml of aq. NaOH (4N). The reaction mixture stirred at RT for 1 hour, and then poured onto an aq. solution of NH4Cl sat. and the product was extracted with ethyl acetate. The combined organic phases were dried over sodium sulfate and concentrated in vacuo to yield 0.45 g (98%) of (2-amino-5-phenyl-thiophen-3-yl)-phenyl-methanone as a light brown solid. ES-MS m/e (%): 280 (M+H+... The reactants are ClC=1C=C2C(=CN1)OC1(CC3(CCN(CC3)C(=O)OC(C)(C)C)C1)C2 (5-chloro-1″-tert-butoxycarbonyl-dispiro[2,3-dihydrofuro[2,3-c]pyridine-2,1′-cyclobutane-3′,4″-piperidine]), FC1=C(C=CC(=C1)S(=O)(=O)C)B(O)O (2-fluoro-4-methylsulfonyl-phenylboronic acid). Procedure details: The title compound is prepared from 5-chloro-1″-tert-butoxycarbonyl-dispiro[2,3-dihydrofuro[2,3-c]pyridine-2,1′-cyclobutane-3′,4″-piperidine] and 2-fluoro-4-methylsulfonyl-phenylboronic acid following a procedure analogous to that described for Example 2; PdCl2[1,1′-bis(diphenylphosphino)-ferrocene]*CH2Cl2 complex is the preferred catalyst used. LC (method 1): tR=1.30 min; Mass spectrum (ESI+): m/z=503 [M+H]+. Product: FC1=C(C=CC(=C1)S(=O)(=O)C)C=1C=C2C(=CN1)OC1(CC3(CCN(CC3)C(=O)OC(C)(C)C)C1)C2 (5-(2-Fluoro-4-methylsulfonyl-phenyl)-1″-tert-butoxycarbonyl-dispiro[2,3-dihydrofuro[2,3-c]pyridine-2,1′-cyclobutane-3′,4″-piperidine]). RXN SMILES: Cl[C:2]1[CH:3]=[C:4]2[CH2:25][C:9]3([CH2:24][C:11]4([CH2:16][CH2:15][N:14]([C:17]([O:19][C:20]([CH3:23])([CH3:22])[CH3:21])=[O:18])[CH2:13][CH2:12]4)[CH2:10]3)[O:8][C:5]2=[CH:6][N:7]=1.[F:26][C:27]1[CH:32]=[C:31]([S:33]([CH3:36])(=[O:35])=[O:34])[CH:30]=[CH:29][C:28]=1B(O)O>>[F:26][C:27]1[CH:32]=[C:31]([S:33]([CH3:36])(=[O:35])=[O:34])[CH:30]=[CH:29][C:28]=1[C:2]1[CH:3]=[C:4]2[CH2:25][C:9]3([CH2:24][C:11]4([CH2:12][CH2:13][N:14]([C:17]([O:19][C:20]([CH3:22])([CH3:23])[CH3:21])=[O:18])[CH2:15][CH2:16]4)[CH2:10]3)[O:8][C:5]2=[CH:6][N:7]=1. Reactants: N1(C=NC=C1)CCOC1=CC=C(OCC(=O)OCC)C=C1 (ethyl 4-[2-(1-imidazolyl)ethoxy]phenoxyacetate), N (ammonia). Run in C(C)O (ethanol). Conditions: time 20 hour. Yields the product N1(C=NC=C1)CCOC1=CC=C(OCC(=O)N)C=C1 (4-[2-(1-imidazolyl)ethoxy]phenoxyacetamide). Reaction SMILES: [N:1]1([CH2:6][CH2:7][O:8][C:9]2[CH:21]=[CH:20][C:12]([O:13][CH2:14][C:15](OCC)=[O:16])=[CH:11][CH:10]=2)[CH:5]=[CH:4][N:3]=[CH:2]1.[NH3:22]>C(O)C>[N:1]1([CH2:6][CH2:7][O:8][C:9]2[CH:21]=[CH:20][C:12]([O:13][CH2:14][C:15]([NH2:22])=[O:16])=[CH:11][CH:10]=2)[CH:5]=[CH:4][N:3]=[CH:2]1. Procedure details: A mixture of ethyl 4-[2-(1-imidazolyl)ethoxy]phenoxyacetate free base (1.0 g), ethanol (10 ml) and concentrated ammonia solution (20 ml) was allowed to stand at room temperature for 20 hours to give a clear solution. The solution was evaporated and the residue was crystallized twice from 2-butanone to give 4-[2-(1-imidazolyl)ethoxy]phenoxyacetamide (0.38 g), m.p. 123°-124° C. Found: C, 59.70; H, 5.77; N, 16.26. C13H15N3O3 requires: C, 59.76; H, 5.79; N, 16.08%. Reactants: [Li]CCCC, CCCCCC, CC(C)C1COC(=O)N1, CC(C)CCC(=O)Cl, C1CCOC1. The product is CC(C)CCC(=O)N1C(=O)OCC1C(C)C. RXN SMILES: [CH2:10]([Li:11])[CH2:12][CH2:13][CH3:14].[CH3:15][CH2:16][CH2:17][CH2:18][CH2:19][CH3:20].[CH3:1][CH:2]([CH3:3])[CH:4]1[NH:5][C:6](=[O:9])[O:7][CH2:8]1.[CH3:21][CH:22]([CH2:23][CH2:24][C:25](=[O:26])[Cl:27])[CH3:28].[O:29]1[CH2:30][CH2:31][CH2:32][CH2:33]1>>[CH3:1][CH:2]([CH3:3])[CH:4]1[N:5]([C:25]([CH2:24][CH2:23][CH:22]([CH3:21])[CH3:28])=[O:26])[C:6](=[O:9])[O:7][CH2:8]1.